The task is: describe an organic reaction: reactants, conditions, products, and yield. This data is from the Open Reaction Database (ORD), a public repository of structured organic reaction records. Starting materials: C1=CC(=CC=C1O)Br (p-bromophenol), COC(C(=O)O)NC(=O)N (α-methoxyhydantoic acid). Run in Cl (HCl). The product is BrC=1C=CC(=C(C1)C1C(NC(N1)=O)=O)O (5-(5-bromo-2-hydroxyphenyl)hydantoin). As a reaction SMILES: [CH:1]1[C:6]([OH:7])=[CH:5][CH:4]=[C:3]([Br:8])[CH:2]=1.CO[CH:11]([NH:15][C:16]([NH2:18])=[O:17])[C:12](O)=[O:13]>Cl>[Br:8][C:3]1[CH:4]=[CH:5][C:6]([OH:7])=[C:1]([CH:11]2[NH:15][C:16](=[O:17])[NH:18][C:12]2=[O:13])[CH:2]=1. Procedure: To a 500-ml round-bottom flask equipped with a means for stirring and temperature control is added 0.55 mole (95.16 g) of p-bromophenol, 0.30 mole (44.44 g) of α-methoxyhydantoic acid, and 50 ml of concentrated HCl. The mixture is stirred at 50° C. for 17 hours. The water layer is then decanted, and the gum is washed with water several times. The resulting solid material is then crystallized from an ethanol-water solution to give the title compound having a melting point of 274° C. The structure... Reactants: [N-]=[N+]=[N-].[Li+] (Lithium azide), BrC[C@@H]1O[C@@H](CC2=C1C(=CC=C2OC)C)CO ([1R,3S] 1-bromomethyl-3,4-dihydro-3-hydroxymethyl-5-methoxy-8-methyl-1H-2-benzopyran), C(C)OCC (diethyl ether), O (water). The solvent is CN(C)C=O (DMF). Conditions: temperature 70 celsius. Product: N(=[N+]=[N-])C[C@@H]1O[C@@H](CC2=C1C(=CC=C2OC)C)CO ([1R,3S] 1-Azidomethyl-3,4-dihydro-3-hydroxymethyl-5-methoxy-8-methyl-1H-2-benzopyran). RXN SMILES: [N-:1]=[N+:2]=[N-:3].[Li+].Br[CH2:6][C@H:7]1[C:12]2[C:13]([CH3:19])=[CH:14][CH:15]=[C:16]([O:17][CH3:18])[C:11]=2[CH2:10][C@@H:9]([CH2:20][OH:21])[O:8]1.C(OCC)C.O>CN(C=O)C>[N:1]([CH2:6][C@H:7]1[C:12]2[C:13]([CH3:19])=[CH:14][CH:15]=[C:16]([O:17][CH3:18])[C:11]=2[CH2:10][C@@H:9]([CH2:20][OH:21])[O:8]1)=[N+:2]=[N-:3] |f:0.1|. Reported procedure: Lithium azide (1.0 g, 20 mmol) is added to a solution of [1R,3S] 1-bromomethyl-3,4-dihydro-3-hydroxymethyl-5-methoxy-8-methyl-1H-2-benzopyran (1.77 g, 5.87 mmol), from Step 3, in 20 mL of DMF. The reaction mixture is heated to 70° C. for 1.5 h then cooled to ambient temperature and poured into 50 mL of diethyl ether and 50 mL of water. The layers are separated and the aqueous layer is extracted with 2×50 mL of diethyl ether. The combined ether layers are washed with saturated aqueous sodium bica... Starting materials: [BH4-], CC(=O)OC(C(C)C)N1CC(NC(=O)Cc2ccccc2)C1=O, O=C([O-])[O-], CO, [K+], [K+], [Na+], O. Yields the product O=C(Cc1ccccc1)NC1CNC1=O. As a reaction SMILES: [BH4-:30].[C:1]([O:2][CH:3]([CH:4]([CH3:5])[CH3:6])[N:9]1[C:10](=[O:23])[CH:11]([NH:13][C:14]([CH2:15][c:16]2[cH:17][cH:18][cH:19][cH:20][cH:21]2)=[O:22])[CH2:12]1)(=[O:7])[CH3:8].[C:24](=[O:25])([O-:26])[O-:27].[CH3:32][OH:33].[K+:28].[K+:29].[Na+:31].[OH2:34]>>[NH:9]1[C:10](=[O:23])[CH:11]([NH:13][C:14]([CH2:15][c:16]2[cH:17][cH:18][cH:19][cH:20][cH:21]2)=[O:22])[CH2:12]1. Reported procedure: A mixture of 5-chloro-4-methyl-benzofuran with 5-chloro-6-methyl-benzofuran (19.6 g), N-bromosuccinimide (23 g) and benzoyl peroxide (160 mg) in carbon tetrachloride (350 ml) was heated under reflux under a 200 W lamp for 36 h. The cooled mixture was filtered through hyflo and the filtrate evaporated to give the title compound as a dark oil (28.8 g) As a reaction SMILES: [Cl:1][C:2]1[CH:3]=[CH:4][C:5]2[O:9][CH:8]=[CH:7][C:6]=2[C:10]=1[CH3:11].ClC1C(C)=CC2[O:20][CH:19]=[CH:18]C=2C=1.BrN1[C:28](=[O:29])[CH2:27]CC1=O>C(Cl)(Cl)(Cl)Cl.C(OOC(=O)C1C=CC=CC=1)(=O)C1C=CC=CC=1>[Cl:1][C:2]1[CH:3]=[CH:4][C:5]([O:9][CH2:8][CH:7]([O:20][CH2:19][CH3:18])[O:29][CH2:28][CH3:27])=[CH:6][C:10]=1[CH3:11]. Solvent: C(Cl)(Cl)(Cl)Cl (carbon tetrachloride). Product: ClC1=C(C=C(C=C1)OCC(OCC)OCC)C (1-Chloro-4-(2,2-diethoxy-ethoxy)-2-methyl-benzene). The reactants are ClC=1C=CC2=C(C=CO2)C1C (5-chloro-4-methyl-benzofuran), ClC=1C(=CC2=C(C=CO2)C1)C (5-chloro-6-methyl-benzofuran), BrN1C(CCC1=O)=O (N-bromosuccinimide). Reagents/catalysts: C(C1=CC=CC=C1)(=O)OOC(C1=CC=CC=C1)=O (benzoyl peroxide). Yields the product Nc1nccc(OCCc2ccccc2)c1[N+](=O)[O-]. Reactants: CO, O=[N+]([O-])c1c(OCCc2ccccc2)ccnc1F, N. As a reaction SMILES: [CH3:21][OH:22].[F:1][c:2]1[n:3][cH:4][cH:5][c:6]([O:11][CH2:12][CH2:13][c:14]2[cH:15][cH:16][cH:17][cH:18][cH:19]2)[c:7]1[N+:8](=[O:9])[O-:10].[NH3:20]>>[c:2]1([NH2:20])[n:3][cH:4][cH:5][c:6]([O:11][CH2:12][CH2:13][c:14]2[cH:15][cH:16][cH:17][cH:18][cH:19]2)[c:7]1[N+:8](=[O:9])[O-:10]. The reactants are N1CCC=2C1=NC(=CC2)CCCCC(C=CC=2C=NC(=NC2)C)=O (7-(2,3-Dihydro-1H-pyrrolo[2,3-b]pyridin-6-yl)-1-(2-methyl-pyrimidin-5-yl)-hept-1-en-3-one), CO (MeOH), [BH4-].[Na+] (NaBH4). Run in C1CCOC1 (THF). Product: N1CCC=2C1=NC(=CC2)CCCCC(C=CC=2C=NC(=NC2)C)O (7-(2,3-Dihydro-1H-pyrrolo[2,3-b]pyridin-6-yl)-1-(2-methyl-pyrimidin-5-yl)-hept-1-en-3-ol). The yield is 96.2%. RXN SMILES: [NH:1]1[C:5]2=[N:6][C:7]([CH2:10][CH2:11][CH2:12][CH2:13][C:14](=[O:24])[CH:15]=[CH:16][C:17]3[CH:18]=[N:19][C:20]([CH3:23])=[N:21][CH:22]=3)=[CH:8][CH:9]=[C:4]2[CH2:3][CH2:2]1.CO.[BH4-].[Na+]>C1COCC1>[NH:1]1[C:5]2=[N:6][C:7]([CH2:10][CH2:11][CH2:12][CH2:13][CH:14]([OH:24])[CH:15]=[CH:16][C:17]3[CH:18]=[N:19][C:20]([CH3:23])=[N:21][CH:22]=3)=[CH:8][CH:9]=[C:4]2[CH2:3][CH2:2]1 |f:2.3|. Procedure details: A solution of the enone 23-8 (0.400 g, 1.24 mmol) in THF:MeOH (5 mL each) was treated with NaBH4 (0.047 g, 1.24 mmol). The reaction was quenched with acetone (2 mL), concentrated in vacuo, partitioned between water (5 mL) and chloroform (5 mL), and extracted with chloroform (4×10 mL). The organics were combined, dried (Na2SO4), and concentrated in vacuo to afford 0.387 g (96% yield) of 23-9. Starting materials: CC(C(=O)OC(C)(C)C)N1CCC(NS(=O)(=O)c2ccc3cc(Cl)ccc3c2)C1=O, O=C([O-])[O-], O=C(CBr)OCc1ccccc1, [K+], [K+], CN(C)C=O. Product: CC(C(=O)OC(C)(C)C)N1CCC(N(CC(=O)OCc2ccccc2)S(=O)(=O)c2ccc3cc(Cl)ccc3c2)C1=O. Reaction SMILES: [C:1]([CH3:2])([CH3:3])([CH3:4])[O:5][C:6]([CH:7]([CH3:8])[N:9]1[C:10](=[O:29])[CH:11]([NH:14][S:15](=[O:16])(=[O:17])[c:18]2[cH:19][c:20]3[cH:21][cH:22][c:23]([Cl:28])[cH:24][c:25]3[cH:26][cH:27]2)[CH2:12][CH2:13]1)=[O:30].[C:31](=[O:32])([O-:33])[O-:34].[CH2:37]([c:38]1[cH:39][cH:40][cH:41][cH:42][cH:43]1)[O:44][C:45]([CH2:46][Br:47])=[O:48].[K+:35].[K+:36].[O:49]=[CH:50][N:51]([CH3:52])[CH3:53]>>[C:1]([CH3:2])([CH3:3])([CH3:4])[O:5][C:6]([CH:7]([CH3:8])[N:9]1[C:10](=[O:29])[CH:11]([N:14]([S:15](=[O:16])(=[O:17])[c:18]2[cH:19][c:20]3[cH:21][cH:22][c:23]([Cl:28])[cH:24][c:25]3[cH:26][cH:27]2)[CH2:46][C:45]([O:44][CH2:37][c:38]2[cH:39][cH:40][cH:41][cH:42][cH:43]2)=[O:48])[CH2:12][CH2:13]1)=[O:30]. Reactants: CC(C)(C)[Si](C)(C)OCC1OC(n2ccc3c(NC(=O)c4ccccc4)ncnc32)CC1O[Si](C)(C)C(C)(C)C, C1CCOC1, c1ccncc1, c1ccncc1. Product: CC(C)(C)[Si](C)(C)OC1CC(n2ccc3c(NC(=O)c4ccccc4)ncnc32)OC1CO. Reaction SMILES: [C:1]([CH3:2])([CH3:3])([CH3:4])[Si:5]([O:6][CH:7]1[CH2:8][CH:9]([n:21]2[cH:22][cH:23][c:24]3[c:25]2[n:26][cH:27][n:28][c:29]3[NH:30][C:31]([c:32]2[cH:33][cH:34][cH:35][cH:36][cH:37]2)=[O:38])[O:10][CH:11]1[CH2:12][O:13][Si:14]([C:15]([CH3:16])([CH3:17])[CH3:18])([CH3:19])[CH3:20])([CH3:39])[CH3:40].[CH2:41]1[O:42][CH2:43][CH2:44][CH2:45]1.[cH:46]1[cH:47][cH:48][n:49][cH:50][cH:51]1.[cH:52]1[cH:53][cH:54][n:55][cH:56][cH:57]1>>[C:1]([CH3:2])([CH3:3])([CH3:4])[Si:5]([O:6][CH:7]1[CH2:8][CH:9]([n:21]2[cH:22][cH:23][c:24]3[c:25]2[n:26][cH:27][n:28][c:29]3[NH:30][C:31]([c:32]2[cH:33][cH:34][cH:35][cH:36][cH:37]2)=[O:38])[O:10][CH:11]1[CH2:12][OH:13])([CH3:39])[CH3:40].